This data is from the Open Reaction Database (ORD), a public repository of structured organic reaction records. The task is: describe an organic reaction: reactants, conditions, products, and yield Starting materials: ClC1=NC(=CC=2N1C=CN2)C2=CC(=C(C=C2)OC)OC (5-chloro-7-(3,4-dimethoxyphenyl)-imidazo[1,2-c]pyrimidine), NCC1=CC=NC=C1 (4-aminomethylpyridine), C(C)(C)N(CC)C(C)C (diisopropylethylamine). Solvent: CC(C)O (2-propanol). Reaction conditions: temperature 90 celsius, time 20 hour. Product: COC=1C=C(C=CC1OC)C1=CC=2N(C(=N1)NCC1=CC=NC=C1)C=CN2 ([7-(3,4-dimethoxy-phenyl)-imidazo[1,2-c]pyrimidin-5-yl]pyridin-4-ylmethyl-amine). The yield is 52.6%. Reaction SMILES: Cl[C:2]1[N:7]2[CH:8]=[CH:9][N:10]=[C:6]2[CH:5]=[C:4]([C:11]2[CH:16]=[CH:15][C:14]([O:17][CH3:18])=[C:13]([O:19][CH3:20])[CH:12]=2)[N:3]=1.[NH2:21][CH2:22][C:23]1[CH:28]=[CH:27][N:26]=[CH:25][CH:24]=1.C(N(C(C)C)CC)(C)C>CC(O)C>[CH3:20][O:19][C:13]1[CH:12]=[C:11]([C:4]2[N:3]=[C:2]([NH:21][CH2:22][C:23]3[CH:28]=[CH:27][N:26]=[CH:25][CH:24]=3)[N:7]3[CH:8]=[CH:9][N:10]=[C:6]3[CH:5]=2)[CH:16]=[CH:15][C:14]=1[O:17][CH3:18]. Reported procedure: The mixture of 5-chloro-7-(3,4-dimethoxyphenyl)-imidazo[1,2-c]pyrimidine (57.94 mg, 0.2 mmol), 4-aminomethylpyridine (23.79 mg, 0.22 mmol), and diisopropylethylamine (38.78, 0.3 mmol) in 2-propanol was stirred at 90° C. for 20 h, and cooled to room temperature. The solvent was evaporated, and 5 ml of ice water was added. Then the resulting product was extracted with 2×10 ml of ethyl acetate. The combined extract was dried over MgSO4. Then the solvent was evaporated and 2 ml of ether was added. T... Reactants: Cl.COC=1C(=CC2=C(N=CC=3CN(CCC23)C=2C=C(C(=O)O)C=CC2)C1)OC (3-(8,9-dimethoxy-1,4-dihydrobenzo[c]-2,7-naphthyridin-3(2H)-yl)benzoic acid hydrochloride), C(C)(C)N(C(C)C)CC (N, N-diisopropylethylamine), CCCP(=O)=O (propylphosphonic anhydride), C(C)(C)C1=CC=C(N)C=C1 (4-isopropylaniline), C(C)(C)C1=CC=C(N)C=C1 (4-isopropylaniline), CCCP(=O)=O (propylphosphonic anhydride). The reagents and catalysts are CN(C)C=1C=CN=CC1 (DMAP). The solvent is CN(C)C=O (DMF). Conditions: temperature 80 celsius, time 8 minute. Yields the product COC=1C(=CC2=C(N=CC=3CN(CCC23)C=2C=C(C(=O)NC3=CC=C(C=C3)C(C)C)C=CC2)C1)OC (3-(8,9-dimethoxy-1,4-dihydrobenzo[c]-2,7-naphthyridin-3(2H)-yl)-N-(4-isopropylphenyl)benzamide). The yield is 12.6%. As a reaction SMILES: Cl.[CH3:2][O:3][C:4]1[C:5]([O:27][CH3:28])=[CH:6][C:7]2[C:16]3[CH2:15][CH2:14][N:13]([C:17]4[CH:18]=[C:19]([CH:23]=[CH:24][CH:25]=4)[C:20](O)=[O:21])[CH2:12][C:11]=3[CH:10]=[N:9][C:8]=2[CH:26]=1.C(N(CC)C(C)C)(C)C.CCCP(=O)=O.[CH:44]([C:47]1[CH:53]=[CH:52][C:50]([NH2:51])=[CH:49][CH:48]=1)([CH3:46])[CH3:45]>CN(C1C=CN=CC=1)C.CN(C=O)C>[CH3:2][O:3][C:4]1[C:5]([O:27][CH3:28])=[CH:6][C:7]2[C:16]3[CH2:15][CH2:14][N:13]([C:17]4[CH:18]=[C:19]([CH:23]=[CH:24][CH:25]=4)[C:20]([NH:51][C:50]4[CH:52]=[CH:53][C:47]([CH:44]([CH3:46])[CH3:45])=[CH:48][CH:49]=4)=[O:21])[CH2:12][C:11]=3[CH:10]=[N:9][C:8]=2[CH:26]=1 |f:0.1|. Procedure details: To a mixture of 3-(8,9-dimethoxy-1,4-dihydrobenzo[c]-2,7-naphthyridin-3(2H)-yl)benzoic acid hydrochloride (0.38 mmol, 152 mg), N, N-diisopropylethylamine (1.14 mmol, 0.199 mL), and catalytic DMAP in 2.0 mL DMF at rt was added propylphosphonic anhydride solution (50 wt % in EtOAc, 0.494 mmol, 0.293 mL). After 8 min at rt, 4-isopropylaniline (0.57 mmol, 0.081 mL) was added and the reactions continued for 1.8 hours. Then an additional 0.050 mL propylphosphonic anhydride solution and 0.020 mL 4-isop... Starting materials: COC1OC(CC1)OC (2,5-Dimethoxytetrahydrofuran), COC(=O)C=1C=C(C2=C(S(CC3=C(O2)C(=CC(=C3)CN)Cl)(=O)=O)C1)C (2-Aminomethyl-4-chloro-6-methyl-10,10-dioxo-10,11-dihydro-5-oxa-10lambda *6*-thia-dibenzo[a,d]cycloheptene-8-carboxylic acid methyl ester), Cl.ClC1=CC=NC=C1 (4-chloropyridine hydrochloride). Run in O1CCOCC1 (dioxane). Run at temperature 110 celsius, time 2 hour. The product is COC(=O)C=1C=C(C2=C(S(CC3=C(O2)C(=CC(=C3)CN3C=CC=C3)Cl)(=O)=O)C1)C (4-Chloro-6-methyl-10,10-dioxo-2-pyrrol-1-ylmethyl-10,11-dihydro-5-oxa-10lambda*6*-thia-dibenzo[a,d]cycloheptene-8-carboxylic acid methyl ester). Reaction SMILES: CO[CH:3]1[CH2:7][CH2:6][CH:5](OC)O1.[CH3:10][O:11][C:12]([C:14]1[CH:15]=[C:16]([CH3:34])[C:17]2[O:23][C:22]3[C:24]([Cl:30])=[CH:25][C:26]([CH2:28][NH2:29])=[CH:27][C:21]=3[CH2:20][S:19](=[O:32])(=[O:31])[C:18]=2[CH:33]=1)=[O:13].Cl.ClC1C=CN=CC=1>O1CCOCC1>[CH3:10][O:11][C:12]([C:14]1[CH:15]=[C:16]([CH3:34])[C:17]2[O:23][C:22]3[C:24]([Cl:30])=[CH:25][C:26]([CH2:28][N:29]4[CH:3]=[CH:7][CH:6]=[CH:5]4)=[CH:27][C:21]=3[CH2:20][S:19](=[O:31])(=[O:32])[C:18]=2[CH:33]=1)=[O:13] |f:2.3|. Reported procedure: 2,5-Dimethoxytetrahydrofuran (0.090 mL, 0.655 mmol) was added with stirring to a solution of Example 198k (0.2 g, 0.52 mmol) in dry dioxane (10 mL) followed by the addition of 4-chloropyridine hydrochloride (0.008 g, 0.05 mmol). The reaction mixture was allowed to stir at 110° C. for 2 h under nitrogen atmosphere. It was concentrated, treated with cold water and the solid that precipitated was filtered, washed with water, dried and purified using flash chromatography (silica gel, chloroform/pet ... Reactants: CC(C)N, CNC(=O)C(Cl)c1ccc2cc(OC)ccc2c1, COc1ccc2cc(C(Cl)C(=O)N(C)C)ccc2c1, CN, CNC, COc1ccc2cc(C(Cl)C(N)=O)ccc2c1, N. Yields the product COc1ccc2cc(C(Cl)C(=O)NC(C)C)ccc2c1. Reaction SMILES: [CH3:1][CH:2]([CH3:3])[NH2:4].[CH3:28][NH:29][C:30](=[O:31])[CH:32]([c:33]1[cH:34][cH:35][c:36]2[c:37]([cH:38][cH:39][c:40]([O:41][CH3:42])[cH:43]2)[cH:44]1)[Cl:45].[CH3:46][N:47]([CH3:48])[C:49](=[O:50])[CH:51]([c:52]1[cH:53][cH:54][c:55]2[c:56]([cH:57][cH:58][c:59]([O:60][CH3:61])[cH:62]2)[cH:63]1)[Cl:64].[CH3:6][NH2:7].[CH3:8][NH:9][CH3:10].[Cl:11][CH:12]([C:13](=[O:14])[NH2:15])[c:16]1[cH:17][c:18]2[cH:19][cH:20][c:21]([O:26][CH3:27])[cH:22][c:23]2[cH:24][cH:25]1.[NH3:5]>>[CH3:1][CH:2]([CH3:3])[NH:4][C:13]([CH:12]([Cl:11])[c:16]1[cH:17][c:18]2[cH:19][cH:20][c:21]([O:26][CH3:27])[cH:22][c:23]2[cH:24][cH:25]1)=[O:14]. Starting materials: C(C)(C)(C)[Li] (t-butyllithium), BrC1=CC=C(C=C1)C (4-bromotoluene), CC1(C=2C=CC(=CC2C(=CC1)OS(=O)(=O)C(F)(F)F)/C=C/C1=CC=C(C(=O)OCC)C=C1)C (ethyl (E)4-[2-(5,6-dihydro-5,5-dimethyl-8-(trifluoromethylsulfonyl)oxy-2-naphthalenyl)ethenyl]-benzoate), CC1(C=2C=CC(=CC2C(=CC1)OS(=O)(=O)C(F)(F)F)/C=C/C1=CC=C(C(=O)OCC)C=C1)C (ethyl (E)4-[2-(5,6-dihydro-5,5-dimethyl-8-(trifluoromethylsulfonyl)oxy-2-naphthalenyl)ethenyl]-benzoate), solution. The reagents and catalysts are C=1C=CC(=CC1)[P](C=2C=CC=CC2)(C=3C=CC=CC3)[Pd]([P](C=4C=CC=CC4)(C=5C=CC=CC5)C=6C=CC=CC6)([P](C=7C=CC=CC7)(C=8C=CC=CC8)C=9C=CC=CC9)[P](C=1C=CC=CC1)(C=1C=CC=CC1)C=1C=CC=CC1 (tetrakis(triphenylphosphine)palladium(0)), [Cl-].[Cl-].[Zn+2] (ZnCl2). Run in C1CCOC1 (THF), CCCCC (pentane), C1CCOC1 (THF), C1CCOC1 (THF). Run at time 1.25 hour. The product is [Li]C1=CC=C(C=C1)C (4-lithiotoluene), CC1(C=2C=CC(=CC2C(=CC1)C1=CC=C(C=C1)C)/C=C/C1=CC=C(C(=O)OCC)C=C1)C (Ethyl(E)-4-[2-(5,6-dihydro-5,5-dimethyl-8-(4-methylphenyl)-2-naphthalenyl)ethenyl]-benzoate). RXN SMILES: [C:1]([Li:5])([CH3:4])([CH3:3])[CH3:2].Br[C:7]1[CH:12]=[CH:11][C:10]([CH3:13])=[CH:9][CH:8]=1.[CH3:14][C:15]1(C)CC=C(OS(C(F)(F)F)(=O)=O)[C:21]2[CH:20]=[C:19](/[CH:33]=[CH:34]/[C:35]3[CH:45]=[CH:44][C:38]([C:39]([O:41][CH2:42][CH3:43])=[O:40])=[CH:37][CH:36]=3)[CH:18]=[CH:17][C:16]1=2>CCCCC.C1COCC1.[Cl-].[Cl-].[Zn+2].C1C=CC([P]([Pd]([P](C2C=CC=CC=2)(C2C=CC=CC=2)C2C=CC=CC=2)([P](C2C=CC=CC=2)(C2C=CC=CC=2)C2C=CC=CC=2)[P](C2C=CC=CC=2)(C2C=CC=CC=2)C2C=CC=CC=2)(C2C=CC=CC=2)C2C=CC=CC=2)=CC=1>[Li:5][C:7]1[CH:12]=[CH:11][C:10]([CH3:13])=[CH:9][CH:8]=1.[CH3:2][C:1]1([CH3:4])[CH2:14][CH:15]=[C:16]([C:7]2[CH:12]=[CH:11][C:10]([CH3:13])=[CH:9][CH:8]=2)[C:17]2[CH:18]=[C:19](/[CH:33]=[CH:34]/[C:35]3[CH:45]=[CH:44][C:38]([C:39]([O:41][CH2:42][CH3:43])=[O:40])=[CH:37][CH:36]=3)[CH:20]=[CH:21][C:3]1=2 |f:5.6.7,^1:63,65,84,103|. Procedure details: A solution of 4-lithiotoluene was prepared at −78° C. by the addition of 130.7 mg of t-butyllithium (2.04 mmol; 1.20 ml of a 1.7M solution in pentane) to a solution of 374.5 mg ( 2.20 mmol) of 4-bromotoluene in 2.5 ml of THF. After 30 minutes a solution of 313.4 mg (2.30 mmol) of ZnCl2 in 2.0 ml of THF was added. The resulting solution was warmed to room temperature, stirred for 1.25 hour and then added via canula to a solution of 285.0 mg (0.590 mmol) of ethyl (E)4-[2-(5,6-dihydro-5,5-dimethyl-... Reactants: C(C)(C)(C)OC(=O)C(C)(C)O\N=C(/C(=O)NC1[C@@H]2N(C(=C(CS2)CI)C(=O)OC(C2=CC=CC=C2)C2=CC=CC=C2)C1=O)\C=1N=C(SC1)NC(C1=CC=CC=C1)(C1=CC=CC=C1)C1=CC=CC=C1 (diphenylmethyl 7-[(Z)-2-(2-t-butoxycarbonyl-2-propoxyimino)-2-(2-tritylaminothiazol-4-yl)acetamido]-3-iodomethyl-3-cephem-4-carboxylate), C1(=CC=CC=C1)P(C1=CC=CC=C1)C1=CC=CC=C1 (triphenylphosphine). The solvent is C1=CC=CC=C1 (benzene), C(C)(C)OC(C)C (diisopropyl ether). Run at time 1 hour. Product: [I-].C(C)(C)(C)OC(=O)C(C)(C)O\N=C(/C(=O)NC1[C@@H]2N(C(=C(CS2)C[P+](C2=CC=CC=C2)(C2=CC=CC=C2)C2=CC=CC=C2)C(=O)OC(C2=CC=CC=C2)C2=CC=CC=C2)C1=O)\C=1N=C(SC1)NC(C1=CC=CC=C1)(C1=CC=CC=C1)C1=CC=CC=C1 (Diphenylmethyl 7-[(Z)-2-(2-t-Butoxycarbonyl-2-propoxyimino)-2-(2-tritylaminothiazol-4-yl)acetamido]-3-triphenylphosphoniomethyl-3-cephem-4-carboxylate Iodide). The yield is 91.0%. As a reaction SMILES: [C:1]([O:5][C:6]([C:8]([O:11]/[N:12]=[C:13](/[C:44]1[N:45]=[C:46]([NH:49][C:50]([C:63]2[CH:68]=[CH:67][CH:66]=[CH:65][CH:64]=2)([C:57]2[CH:62]=[CH:61][CH:60]=[CH:59][CH:58]=2)[C:51]2[CH:56]=[CH:55][CH:54]=[CH:53][CH:52]=2)[S:47][CH:48]=1)\[C:14]([NH:16][CH:17]1[C:42](=[O:43])[N:19]2[C:20]([C:26]([O:28][CH:29]([C:36]3[CH:41]=[CH:40][CH:39]=[CH:38][CH:37]=3)[C:30]3[CH:35]=[CH:34][CH:33]=[CH:32][CH:31]=3)=[O:27])=[C:21]([CH2:24][I:25])[CH2:22][S:23][C@H:18]12)=[O:15])([CH3:10])[CH3:9])=[O:7])([CH3:4])([CH3:3])[CH3:2].[C:69]1([P:75]([C:82]2[CH:87]=[CH:86][CH:85]=[CH:84][CH:83]=2)[C:76]2[CH:81]=[CH:80][CH:79]=[CH:78][CH:77]=2)[CH:74]=[CH:73][CH:72]=[CH:71][CH:70]=1>C1C=CC=CC=1.C(OC(C)C)(C)C>[I-:25].[C:1]([O:5][C:6]([C:8]([O:11]/[N:12]=[C:13](/[C:44]1[N:45]=[C:46]([NH:49][C:50]([C:63]2[CH:68]=[CH:67][CH:66]=[CH:65][CH:64]=2)([C:57]2[CH:62]=[CH:61][CH:60]=[CH:59][CH:58]=2)[C:51]2[CH:56]=[CH:55][CH:54]=[CH:53][CH:52]=2)[S:47][CH:48]=1)\[C:14]([NH:16][CH:17]1[C:42](=[O:43])[N:19]2[C:20]([C:26]([O:28][CH:29]([C:36]3[CH:41]=[CH:40][CH:39]=[CH:38][CH:37]=3)[C:30]3[CH:35]=[CH:34][CH:33]=[CH:32][CH:31]=3)=[O:27])=[C:21]([CH2:24][P+:75]([C:76]3[CH:77]=[CH:78][CH:79]=[CH:80][CH:81]=3)([C:82]3[CH:87]=[CH:86][CH:85]=[CH:84][CH:83]=3)[C:69]3[CH:70]=[CH:71][CH:72]=[CH:73][CH:74]=3)[CH2:22][S:23][C@H:18]12)=[O:15])([CH3:10])[CH3:9])=[O:7])([CH3:4])([CH3:3])[CH3:2] |f:4.5|. Procedure details: A mixture of diphenylmethyl 7-[(Z)-2-(2-t-butoxycarbonyl-2-propoxyimino)-2-(2-tritylaminothiazol-4-yl)acetamido]-3-iodomethyl-3-cephem-4-carboxylate (VII-4', 5.3 g, 5 mmoles) and triphenylphosphine (2.6 g, 10 mmoles) in benzene (100 ml) was stirred at room temperature for 1 hour and diluted with diisopropyl ether. The resulting precipitate was collected by filtration to yield 6.0 g (91%) of the title compound VIII-4'. Reactants: ClC1=CC=C(C=C1)CCCCCC(=O)N1CC2=C(CC1)C=C(O2)CN(C)C (6-(4-Chlorophenyl)-1-(2-dimethylaminomethyl-5,7-dihydro-4H-furo[2,3-c]pyridin-6-yl)hexan-1-one), Cl (hydrogen chloride). Solvent: CO (methanol), C(C)(=O)OCC (ethyl acetate). Yields the product Cl.ClC1=CC=C(C=C1)CCCCCC(=O)N1CC2=C(CC1)C=C(O2)CN(C)C (6-(4-chlorophenyl)-1-(2-dimethylaminomethyl-5,7-dihydro-4H-furo[2,3-c]pyridin-6-yl)hexan-1-one hydrochloride). As a reaction SMILES: [Cl:1][C:2]1[CH:7]=[CH:6][C:5]([CH2:8][CH2:9][CH2:10][CH2:11][CH2:12][C:13]([N:15]2[CH2:20][CH2:19][C:18]3[CH:21]=[C:22]([CH2:24][N:25]([CH3:27])[CH3:26])[O:23][C:17]=3[CH2:16]2)=[O:14])=[CH:4][CH:3]=1.Cl>CO.C(OCC)(=O)C>[ClH:1].[Cl:1][C:2]1[CH:7]=[CH:6][C:5]([CH2:8][CH2:9][CH2:10][CH2:11][CH2:12][C:13]([N:15]2[CH2:20][CH2:19][C:18]3[CH:21]=[C:22]([CH2:24][N:25]([CH3:27])[CH3:26])[O:23][C:17]=3[CH2:16]2)=[O:14])=[CH:4][CH:3]=1 |f:4.5|. Reported procedure: 6-(4-Chlorophenyl)-1-(2-dimethylaminomethyl-5,7-dihydro-4H-furo[2,3-c]pyridin-6-yl)hexan-1-one 0.528 g was dissolved in 2 ml of methanol; hydrogen chloride in ethyl acetate was added in excess, followed by stirring. This solution was concentrated and washed with diethyl ether to yield the desired product. Starting materials: [OH-].[K+] (potassium hydroxide), NC=1SCC=CN1 (2-amino-6H-1,3-thiazine), C(C)(=O)OCC (ethyl acetate), C(CC)I (n-propyl iodide). The solvent is CO (methanol), CN(C=O)C (dimethylformamide). Reaction conditions: temperature 50 celsius, time 8 hour. Yields the product C(CC)N1C(SCC=C1)=N (3,6-dihydro-3-n-propyl-2H-1,3-thiazin-2-imine). The yield is 22.5%. As a reaction SMILES: [NH2:1][C:2]1[S:3][CH2:4][CH:5]=[CH:6][N:7]=1.[CH2:8](I)[CH2:9][CH3:10].C(OCC)(=O)C.[OH-].[K+]>CN(C)C=O.CO>[CH2:8]([N:7]1[CH:6]=[CH:5][CH2:4][S:3][C:2]1=[NH:1])[CH2:9][CH3:10] |f:3.4|. Procedure details: 1.3 g (11.4 mmol) of 2-amino-6H-1,3-thiazine was dissolved in 4 ml of dimethylformamide, and 2.4 g (14.1 mmol) of n-propyl iodide was added thereto. The mixture was heated at 50° C. for one hour and then stirred at room temperature overnight. To the reaction solution, 100 ml of ethyl acetate was added, and the mixture was stirred and then left to stand still. Then, the ethyl acetate layer was separated and removed by decantation. Then, the residual oily substance was dissolved in 50 ml of methan...